Dataset: the Open Reaction Database (ORD), a public repository of structured organic reaction records. Task: describe an organic reaction: reactants, conditions, products, and yield Starting materials: ClC1=NN=C2N1N=C(C=C2)C2=CC=C(C=C2)F (3-chloro-6-(4-fluorophenyl)[1,2,4]triazolo[4,3-b]pyridazine). Reagents/catalysts: [Zn] (zinc). Run in C(C)(=O)O (acetic acid). Run at time 1 hour. The product is ClC1=NN=C2N1N=C(CC2)C2=CC=C(C=C2)F (3-chloro-6-(4-fluorophenyl)-7,8-dihydro[1,2,4]triazolo[4,3-b]pyridazine). Yield: 87.0%. As a reaction SMILES: [Cl:1][C:2]1[N:6]2[N:7]=[C:8]([C:11]3[CH:16]=[CH:15][C:14]([F:17])=[CH:13][CH:12]=3)[CH:9]=[CH:10][C:5]2=[N:4][N:3]=1>C(O)(=O)C.[Zn]>[Cl:1][C:2]1[N:6]2[N:7]=[C:8]([C:11]3[CH:16]=[CH:15][C:14]([F:17])=[CH:13][CH:12]=3)[CH2:9][CH2:10][C:5]2=[N:4][N:3]=1. Procedure details: 790 mg of zinc powder are added to a mixture of 300 mg of 3-chloro-6-(4-fluorophenyl)[1,2,4]triazolo[4,3-b]pyridazine in 10 cm3 of glacial acetic acid at 20° C. After stirring for 1 h, the suspension is filtered and the filtrate is concentrated to dryness under vacuum. The oily residue is purified by dry deposit on Biotage Quad 12M (KP-SIL, 60 Å; 32-63 μm), elution being carried out with a 95:5 mixture of dichloromethane/methanol. 263 mg of 3-chloro-6-(4-fluorophenyl)-7,8-dihydro[1,2,4]triazolo[...